Dataset: the Open Reaction Database (ORD), a public repository of structured organic reaction records. Task: describe an organic reaction: reactants, conditions, products, and yield Starting materials: CC(=O)OC(C)c1cccc2cc(C3(C)OCCO3)oc12, CC(C)=O, O=S(=O)(O)c1ccccc1. Product: CC(=O)OC(C)c1cccc2cc(C(C)=O)oc12. As a reaction SMILES: [C:1]([CH3:2])(=[O:3])[O:4][CH:5]([CH3:6])[c:7]1[cH:8][cH:9][cH:10][c:11]2[cH:12][c:13]([C:16]3([CH3:21])[O:17][CH2:20][CH2:19][O:18]3)[o:14][c:15]12.[CH3:32][C:33](=[O:34])[CH3:35].[c:22]1([S:23]([OH:24])(=[O:25])=[O:26])[cH:27][cH:28][cH:29][cH:30][cH:31]1>>[C:1]([CH3:2])(=[O:3])[O:4][CH:5]([CH3:6])[c:7]1[cH:8][cH:9][cH:10][c:11]2[cH:12][c:13]([C:16](=[O:17])[CH3:21])[o:14][c:15]12. Starting materials: C(C)OC(=O)C=1C(=NN(C1N)C1=C(C=C(C(=C1)SCC(F)(F)F)C)F)OCC (ethyl-5-amino-3-ethoxy-1-{2-fluoro-4-methyl-5-(2,2,2-trifluoroethylthio)phenyl}pyrazole-4-carboxylate), N(=O)OC(C)(C)C (tert-butyl nitrite). Run in O1CCCC1 (tetrahydrofuran). Run at time 12 hour. Yields the product C(C)OC(=O)C=1C(=NN(C1)C1=C(C=C(C(=C1)SCC(F)(F)F)C)F)OCC (ethyl-3-ethoxy-1-{2-fluoro-4-methyl-5-(2,2,2-trifluoroethylthio)phenyl}pyrazole-4-carboxylate). The yield is 82.7%. Reaction SMILES: [CH2:1]([O:3][C:4]([C:6]1[C:7]([O:26][CH2:27][CH3:28])=[N:8][N:9]([C:12]2[CH:17]=[C:16]([S:18][CH2:19][C:20]([F:23])([F:22])[F:21])[C:15]([CH3:24])=[CH:14][C:13]=2[F:25])[C:10]=1N)=[O:5])[CH3:2].N(OC(C)(C)C)=O>O1CCCC1>[CH2:1]([O:3][C:4]([C:6]1[C:7]([O:26][CH2:27][CH3:28])=[N:8][N:9]([C:12]2[CH:17]=[C:16]([S:18][CH2:19][C:20]([F:23])([F:22])[F:21])[C:15]([CH3:24])=[CH:14][C:13]=2[F:25])[CH:10]=1)=[O:5])[CH3:2]. Procedure: Then, 1.48 g of ethyl-5-amino-3-ethoxy-1-{2-fluoro-4-methyl-5-(2,2,2-trifluoroethylthio)phenyl}pyrazole-4-carboxylate was dissolved in 50 mL of tetrahydrofuran, and 0.44 g of tert-butyl nitrite was added under cooling with ice, followed by stirring at room temperature for 12 hours. Then, the solvent was distilled off under reduced pressure, and the obtained residue was purified by column chromatography (developing solvent ethyl acetate:hexane=1:4) to obtain 1.18 g of ethyl-3-ethoxy-1-{2-fluoro-4... Starting materials: ClCCl, Cc1cc(F)ccc1-c1nc(OCCNC(=O)OC(C)(C)C)nc2c1ccc(=O)n2-c1c(F)cccc1F, O=C(O)C(F)(F)F. The product is Cc1cc(F)ccc1-c1nc(OCCN)nc2c1ccc(=O)n2-c1c(F)cccc1F. As a reaction SMILES: [Cl:46][CH2:47][Cl:48].[F:1][c:2]1[c:3](-[n:9]2[c:10](=[O:38])[cH:11][cH:12][c:13]3[c:14]2[n:15][c:16]([O:27][CH2:28][CH2:29][NH:30][C:31]([O:32][C:33]([CH3:34])([CH3:35])[CH3:36])=[O:37])[n:17][c:18]3-[c:19]2[c:20]([CH3:26])[cH:21][c:22]([F:25])[cH:23][cH:24]2)[c:4]([F:8])[cH:5][cH:6][cH:7]1.[F:39][C:40]([F:41])([F:42])[C:43]([OH:44])=[O:45]>>[F:1][c:2]1[c:3](-[n:9]2[c:10](=[O:38])[cH:11][cH:12][c:13]3[c:14]2[n:15][c:16]([O:27][CH2:28][CH2:29][NH2:30])[n:17][c:18]3-[c:19]2[c:20]([CH3:26])[cH:21][c:22]([F:25])[cH:23][cH:24]2)[c:4]([F:8])[cH:5][cH:6][cH:7]1.